Dataset: the Open Reaction Database (ORD), a public repository of structured organic reaction records. Task: describe an organic reaction: reactants, conditions, products, and yield Product: COCOCCc1ccc(C(O)c2cc(Br)c(OCc3ccccc3)cc2Cl)cc1. RXN SMILES: [Br:1][c:2]1[cH:3][cH:4][c:5]([CH2:8][CH2:9][O:10][CH2:11][O:12][CH3:13])[cH:6][cH:7]1.[CH2:14]([Li:15])[CH2:16][CH2:17][CH3:18].[CH2:19]([c:20]1[cH:21][cH:22][cH:23][cH:24][cH:25]1)[O:26][c:27]1[cH:28][c:29]([Cl:36])[c:30]([CH:31]=[O:32])[cH:33][c:34]1[Br:35].[CH3:44][CH2:45][CH2:46][CH2:47][CH2:48][CH3:49].[Cl-:37].[NH4+:38].[O:39]1[CH2:40][CH2:41][CH2:42][CH2:43]1>>[c:2]1([CH:31]([c:30]2[c:29]([Cl:36])[cH:28][c:27]([O:26][CH2:19][c:20]3[cH:21][cH:22][cH:23][cH:24][cH:25]3)[c:34]([Br:35])[cH:33]2)[OH:32])[cH:3][cH:4][c:5]([CH2:8][CH2:9][O:10][CH2:11][O:12][CH3:13])[cH:6][cH:7]1. Starting materials: COCOCCc1ccc(Br)cc1, [Li]CCCC, O=Cc1cc(Br)c(OCc2ccccc2)cc1Cl, CCCCCC, [Cl-], [NH4+], C1CCOC1. Starting materials: [H-].[Na+] (Sodium hydride), ClC1=CC=C(OCC2=NC3=C(C=CC=C3C(N2)=O)OC)C=C1 (2-(4-chlorophenoxymethyl)-8-methoxy-3H-quinazolin-4-one), BrCCCO (3-bromopropanol). Run in CCOC(=O)C (EtOAc), CN(C)C=O (DMF). Reaction conditions: temperature 80 celsius, time 30 minute. Product: ClC1=CC=C(OCC2=NC3=C(C=CC=C3C(N2CCCO)=O)OC)C=C1 (2-(4-chloro-phenoxymethyl)-3-(3-hydroxy-propyl)-8-methoxy-3H-quinazolin-4-one). Reaction SMILES: [H-].[Na+].[Cl:3][C:4]1[CH:24]=[CH:23][C:7]([O:8][CH2:9][C:10]2[NH:19][C:18](=[O:20])[C:17]3[C:12](=[C:13]([O:21][CH3:22])[CH:14]=[CH:15][CH:16]=3)[N:11]=2)=[CH:6][CH:5]=1.Br[CH2:26][CH2:27][CH2:28][OH:29]>CN(C=O)C.CCOC(C)=O>[Cl:3][C:4]1[CH:5]=[CH:6][C:7]([O:8][CH2:9][C:10]2[N:19]([CH2:26][CH2:27][CH2:28][OH:29])[C:18](=[O:20])[C:17]3[C:12](=[C:13]([O:21][CH3:22])[CH:14]=[CH:15][CH:16]=3)[N:11]=2)=[CH:23][CH:24]=1 |f:0.1|. Reported procedure: Sodium hydride (239 mg, 9.94 mmol) was added to a solution of 2-(4-chlorophenoxymethyl)-8-methoxy-3H-quinazolin-4-one (3000 mg, 9.47 mmol) in DMF (20 mL) at room temeprature. The reaction mixture was stirred for 30 min, then 3-bromopropanol (1448 mg, 0.94 mL, 10.42 mmol) was added. The reaction mixture was heated at 80° C. for 17 h, cooled to room temperature and diluted with EtOAc. The organic solution was washed with water, sat'd aq NaCl, dried and concentrated. The crude residue was purified ... Procedure details: A mixture of 5-aminosalicylic acid (15 g), absolute ethanol (250 ml) and concentrated sulphuric acid (7.5 ml) was boiled under reflux with stirring for 8.5 hours. The reaction mixture was evaporated to dryness. Water (20 ml) was added to the residue and the mixture filtered. The filtrate was basified with saturated bicarbonate solution and the solid collected by filtration. The solid was extracted into dichloromethane and the extract evaporated to dryness. The residue was triturated with petrole... RXN SMILES: [NH2:1][C:2]1[CH:10]=[C:6]([C:7]([OH:9])=[O:8])[C:5]([OH:11])=[CH:4][CH:3]=1.S(=O)(=O)(O)O.[CH2:17](O)[CH3:18]>>[NH2:1][C:2]1[CH:10]=[C:6]([C:7]([O:9][CH2:17][CH3:18])=[O:8])[C:5]([OH:11])=[CH:4][CH:3]=1. Run at time 8.5 hour. Yields the product NC1=CC=C(C(C(=O)OCC)=C1)O (ethyl 5-aminosalicylate). Reactants: NC1=CC=C(C(C(=O)O)=C1)O (5-aminosalicylic acid), S(O)(O)(=O)=O (sulphuric acid), C(C)O (ethanol). The reactants are CCOC(=O)C (EtOAc), ClC=1N=CC2=C(N1)CCN(C2)C(=O)C=2C=NC=CC2 ((2-chloro-7,8-dihydropyrido[4,3-d]pyrimidin-6(5H)-yl)(pyridin-3-yl)methanone), Intermediate 5, COC=1C=C(N)C=CC1 (3-methoxyaniline). The solvent is C(C)(C)O (isopropanol). Procedure: A solution of (2-chloro-7,8-dihydropyrido[4,3-d]pyrimidin-6(5H)-yl)(pyridin-3-yl)methanone, Intermediate 5 (0.025 g, 0.091 mmol) in isopropanol (0.1 mL) was treated with 3-methoxyaniline (0.012 g, 0.100 mmol). The resulting mixture was heated to 60° C. and allowed to stir overnight. After being allowed to cool to room temperature EtOAc (10 mL) was added to the reaction mixture, and the resulting solution was then washed twice with brine (10 mL). The combined aqueous layers were washed once with ... RXN SMILES: Cl[C:2]1[N:3]=[CH:4][C:5]2[CH2:11][N:10]([C:12]([C:14]3[CH:15]=[N:16][CH:17]=[CH:18][CH:19]=3)=[O:13])[CH2:9][CH2:8][C:6]=2[N:7]=1.[CH3:20][O:21][C:22]1[CH:23]=[C:24]([CH:26]=[CH:27][CH:28]=1)[NH2:25].CCOC(C)=O>C(O)(C)C>[CH3:20][O:21][C:22]1[CH:23]=[C:24]([NH:25][C:2]2[N:3]=[CH:4][C:5]3[CH2:11][N:10]([C:12]([C:14]4[CH:15]=[N:16][CH:17]=[CH:18][CH:19]=4)=[O:13])[CH2:9][CH2:8][C:6]=3[N:7]=2)[CH:26]=[CH:27][CH:28]=1. Conditions: temperature 60 celsius, time 8 hour. Yields the product COC=1C=C(C=CC1)NC=1N=CC2=C(N1)CCN(C2)C(=O)C=2C=NC=CC2 (N-(3-methoxyphenyl)-6-(pyridin-3-ylcarbonyl)-5,6,7,8-tetrahydropyrido[4,3-d]pyrimidin-2-amine). Isolated yield 51.7%. Starting materials: solution, Cl (hydrochloric acid), C(C1=CC=CC=C1)[C@@H]([C@@H](CNCC1=CC(=CC=C1)C(F)(F)F)O)NC(=O)C=1C=2C=CN(C(C2C=CC1)=O)C(CCC)CCC (N-[(1S,2R)-1-benzyl-2-hydroxy-3-{[3-(trifluoromethyl)benzyl]-amino}propyl]-1-oxo-2-(1-propylbutyl)-1,2-dihydroisoquinoline-5-carboxamide). The solvent is O1CCOCC1 (dioxane), C(C)OCC (ethyl ether). Yields the product Cl.C(C1=CC=CC=C1)[C@@H]([C@@H](CNCC1=CC(=CC=C1)C(F)(F)F)O)NC(=O)C=1C=2C=CN(C(C2C=CC1)=O)C(CCC)CCC (N-[(1S,2R)-1-benzyl-2-hydroxy-3-{[3-(trifluoromethyl)benzyl]amino}propyl]-1-oxo-2-(1-propylbutyl)-1,2-dihydroisoquinoline-5-carboxamide hydrochloride). RXN SMILES: [CH2:1]([C@H:8]([NH:24][C:25]([C:27]1[C:28]2[CH:29]=[CH:30][N:31]([CH:38]([CH2:42][CH2:43][CH3:44])[CH2:39][CH2:40][CH3:41])[C:32](=[O:37])[C:33]=2[CH:34]=[CH:35][CH:36]=1)=[O:26])[C@H:9]([OH:23])[CH2:10][NH:11][CH2:12][C:13]1[CH:18]=[CH:17][CH:16]=[C:15]([C:19]([F:22])([F:21])[F:20])[CH:14]=1)[C:2]1[CH:7]=[CH:6][CH:5]=[CH:4][CH:3]=1.[ClH:45]>C(OCC)C.O1CCOCC1>[ClH:45].[CH2:1]([C@H:8]([NH:24][C:25]([C:27]1[C:28]2[CH:29]=[CH:30][N:31]([CH:38]([CH2:42][CH2:43][CH3:44])[CH2:39][CH2:40][CH3:41])[C:32](=[O:37])[C:33]=2[CH:34]=[CH:35][CH:36]=1)=[O:26])[C@H:9]([OH:23])[CH2:10][NH:11][CH2:12][C:13]1[CH:18]=[CH:17][CH:16]=[C:15]([C:19]([F:21])([F:22])[F:20])[CH:14]=1)[C:2]1[CH:3]=[CH:4][CH:5]=[CH:6][CH:7]=1 |f:4.5|. Procedure details: 84 mg of N-[(1S,2R)-1-benzyl-2-hydroxy-3-{[3-(trifluoromethyl)benzyl]-amino}propyl]-1-oxo-2-(1-propylbutyl)-1,2-dihydroisoquinoline-5-carboxamide are dissolved in 4 cm3 of ethyl ether at a temperature close to 20° C. 0.2 cm3 of a 4M solution of hydrochloric acid in dioxane is added while stirring and under argon. The reaction mixture precipitates. The stirring is stopped. The supernatant is removed and 5 cm3 of ethyl ether are added. This operation is carried out three times. The last suspension... The reactants are C(C)(=O)O (acetic acid), C(C)OCC (diethyl ether), [N+](=[N-])=C (diazomethane), C(C)OC(=O)C1=C([N+](=C(C(N1)=O)CC(C)C)[O-])O (6-ethoxycarbonyl-5-hydroxy-3-isobutyl-1,2-dihydropyrazin-2-one 4-oxide). The solvent is C(Cl)(Cl)Cl (chloroform). Reaction conditions: time 30 minute. Yields the product C(C)OC(=O)C1=C([N+](=C(C(N1)=O)CC(C)C)[O-])OC (6-ethoxycarbonyl-3-isobutyl-5-methoxy-l,2-dihydropyrazin-2-one 4-oxide). RXN SMILES: [CH2:1]([O:3][C:4]([C:6]1[NH:11][C:10](=[O:12])[C:9]([CH2:13][CH:14]([CH3:16])[CH3:15])=[N+:8]([O-:17])[C:7]=1[OH:18])=[O:5])[CH3:2].[CH2:19](OCC)C.[N+](=C)=[N-].C(O)(=O)C>C(Cl)(Cl)Cl>[CH2:1]([O:3][C:4]([C:6]1[NH:11][C:10](=[O:12])[C:9]([CH2:13][CH:14]([CH3:15])[CH3:16])=[N+:8]([O-:17])[C:7]=1[O:18][CH3:19])=[O:5])[CH3:2]. Procedure: To a suspension of 5.45 g of 6-ethoxycarbonyl-5-hydroxy-3-isobutyl-1,2-dihydropyrazin-2-one 4-oxide in chloroform was added dropwise gradually about equivalent quantity of diethyl ether solution of diazomethane at -15° C. 30 Minutes after the addition, 0.5 ml of acetic acid was added to the reaction mixture, and this mixture was allowed to stand for 30 minutes. Then the whole mixture was washed with water, and the solvent was removed by distillation, to the thus obtained residue was added 30 ml ... Starting materials: CN(C1=C(C=CC(=C1)OC1=C(C=C(C=C1)C(F)(F)F)Cl)[N+](=O)[O-])O (N-methyl-N-[2-nitro-5-(2-chloro-4-trifluoromethylphenoxy)phenyl]hydroxyamine), CN=C=O (methylisocyanate). The solvent is C1CCOC1 (THF). Run at time 4 hour. The product is CN(C1=C(C=CC(=C1)OC1=C(C=C(C=C1)C(F)(F)F)Cl)[N+](=O)[O-])OC(NC)=O (N-methyl-N[2-nitro-5-(2-chloro-4-trifluoromethylphenoxy)phenyl](N-methyl)carbamoyloxyamine). Reaction SMILES: [CH3:1][N:2]([OH:24])[C:3]1[CH:8]=[C:7]([O:9][C:10]2[CH:15]=[CH:14][C:13]([C:16]([F:19])([F:18])[F:17])=[CH:12][C:11]=2[Cl:20])[CH:6]=[CH:5][C:4]=1[N+:21]([O-:23])=[O:22].[CH3:25][N:26]=[C:27]=[O:28]>C1COCC1>[CH3:1][N:2]([O:24][C:27](=[O:28])[NH:26][CH3:25])[C:3]1[CH:8]=[C:7]([O:9][C:10]2[CH:15]=[CH:14][C:13]([C:16]([F:17])([F:19])[F:18])=[CH:12][C:11]=2[Cl:20])[CH:6]=[CH:5][C:4]=1[N+:21]([O-:23])=[O:22]. Procedure: To a solution of N-methyl-N-[2-nitro-5-(2-chloro-4-trifluoromethylphenoxy)phenyl]hydroxyamine (700 mg, 1.93 mmol) in anhydrous THF (10 ml) is added methylisocyanate (220 mg, 2 eq.). The mixture is stirred at RT for 4 hours. The solvent and excess methlisocyanate are removed to yield N-methyl-N[2-nitro-5-(2-chloro-4-trifluoromethylphenoxy)phenyl](N-methyl)carbamoyloxyamine. As a reaction SMILES: [C:50]([O:51][BH-:52]([O:53][C:54](=[O:55])[CH3:56])[O:57][C:58](=[O:59])[CH3:60])(=[O:61])[CH3:62].[CH3:70][C:71](=[O:72])[OH:73].[Cl:66][CH:67]([Cl:68])[CH3:69].[NH2:1][c:2]1[c:3]2[c:4]([n:5][cH:6][n:7]1)[n:8](-[c:33]1[cH:34][cH:35][c:36]([CH:39]=[O:40])[cH:37][cH:38]1)[n:9][c:10]2-[c:11]1[cH:12][c:13]([O:31][CH3:32])[c:14]([NH:17][C:18]([c:19]2[c:20]([F:29])[cH:21][c:22]([C:25]([F:26])([F:27])[F:28])[cH:23][cH:24]2)=[O:30])[cH:15][cH:16]1.[NH2:41][CH2:42][CH2:43][CH2:44][n:45]1[cH:46][n:47][cH:48][cH:49]1.[Na+:63].[Na+:65].[OH-:64]>>[NH2:1][c:2]1[c:3]2[c:4]([n:5][cH:6][n:7]1)[n:8](-[c:33]1[cH:34][cH:35][c:36]([CH2:39][NH:41][CH2:42][CH2:43][CH2:44][n:45]3[cH:46][n:47][cH:48][cH:49]3)[cH:37][cH:38]1)[n:9][c:10]2-[c:11]1[cH:12][c:13]([O:31][CH3:32])[c:14]([NH:17][C:18]([c:19]2[c:20]([F:29])[cH:21][c:22]([C:25]([F:26])([F:27])[F:28])[cH:23][cH:24]2)=[O:30])[cH:15][cH:16]1. Reactants: CC(=O)O[BH-](OC(C)=O)OC(C)=O, CC(=O)O, CC(Cl)Cl, COc1cc(-c2nn(-c3ccc(C=O)cc3)c3ncnc(N)c23)ccc1NC(=O)c1ccc(C(F)(F)F)cc1F, NCCCn1ccnc1, [Na+], [Na+], [OH-]. The product is COc1cc(-c2nn(-c3ccc(CNCCCn4ccnc4)cc3)c3ncnc(N)c23)ccc1NC(=O)c1ccc(C(F)(F)F)cc1F.